This data is from the Open Reaction Database (ORD), a public repository of structured organic reaction records. The task is: describe an organic reaction: reactants, conditions, products, and yield Reactants: COc1ccc(C(F)(F)F)cc1C(=O)N=c1sc(C(C)(C)C)cn1CC1CN(S(C)(=O)=O)C1, COc1ccc(P2(=S)SP(=S)(c3ccc(OC)cc3)S2)cc1, Cc1ccccc1. Yields the product COc1ccc(C(F)(F)F)cc1C(=S)N=c1sc(C(C)(C)C)cn1CC1CN(S(C)(=O)=O)C1. Reaction SMILES: [C:1]([CH3:2])([CH3:3])([CH3:4])[c:5]1[cH:6][n:7]([CH2:25][CH:26]2[CH2:27][N:28]([S:30](=[O:31])(=[O:32])[CH3:33])[CH2:29]2)[c:8](=[N:10][C:11]([c:12]2[c:13]([O:22][CH3:23])[cH:14][cH:15][c:16]([C:18]([F:19])([F:20])[F:21])[cH:17]2)=[O:24])[s:9]1.[CH3:34][O:35][c:36]1[cH:37][cH:38][c:39]([P:40]2(=[S:41])[S:42][P:44](=[S:45])([c:46]3[cH:47][cH:48][c:49]([O:50][CH3:51])[cH:52][cH:53]3)[S:43]2)[cH:54][cH:55]1.[CH3:56][c:57]1[cH:58][cH:59][cH:60][cH:61][cH:62]1>>[C:1]([CH3:2])([CH3:3])([CH3:4])[c:5]1[cH:6][n:7]([CH2:25][CH:26]2[CH2:27][N:28]([S:30](=[O:31])(=[O:32])[CH3:33])[CH2:29]2)[c:8](=[N:10][C:11]([c:12]2[c:13]([O:22][CH3:23])[cH:14][cH:15][c:16]([C:18]([F:19])([F:20])[F:21])[cH:17]2)=[S:43])[s:9]1. Isolated yield 77.9%. Product: COC(C(C(C1=CC=C(C=C1)OCC1=NC2=CC=CC=C2C=C1)C1=CC=C(C=C1)OCC1=NC2=CC=CC=C2C=C1)(C)C)=O (2,2-dimethyl-3,3-bis(4-(2-quinolyl-methoxy)phenyl)propionic acid methyl ester). Starting materials: O (water), C(=O)([O-])[O-].[Cs+].[Cs+] (Cs2CO3), ClCC1=NC2=CC=CC=C2C=C1 (2-Chloromethyquinoline), COC(C(C(C1=CC=C(C=C1)O)C1=CC=C(C=C1)O)(C)C)=O (2,2-dimethyl-3,3-bis(4-hydroxy-phenyl)propionic acid methyl ester). The solvent is CN(C)C=O (DMF). Procedure: To a stirred solution in DMF (50 mL) of 2,2-dimethyl-3,3-bis(4-hydroxy-phenyl)propionic acid methyl ester (1.1 g, 3.7 mmol), prepared as in step 1, was added Cs2CO3 (2.5 g, 7.7 mmol) and the mixture stirred 0.5 hours at room temperature. 2-Chloromethyquinoline (1.37g, 7.7 mmol) was added as a solid in small portions. The reaction mixture was stirred overnight at room temperature. The mixture was poured into 300 mnL of water and extracted with ether (2×200 mL). Brine was added to the aqueous laye... Reaction SMILES: [CH3:1][O:2][C:3](=[O:22])[C:4]([CH3:21])([CH3:20])[CH:5]([C:13]1[CH:18]=[CH:17][C:16]([OH:19])=[CH:15][CH:14]=1)[C:6]1[CH:11]=[CH:10][C:9]([OH:12])=[CH:8][CH:7]=1.C([O-])([O-])=O.[Cs+].[Cs+].Cl[CH2:30][C:31]1[CH:40]=[CH:39][C:38]2[C:33](=[CH:34][CH:35]=[CH:36][CH:37]=2)[N:32]=1.O>CN(C=O)C>[CH3:1][O:2][C:3](=[O:22])[C:4]([CH3:20])([CH3:21])[CH:5]([C:13]1[CH:14]=[CH:15][C:16]([O:19][CH2:30][C:31]2[CH:40]=[CH:39][C:38]3[C:33](=[CH:34][CH:35]=[CH:36][CH:37]=3)[N:32]=2)=[CH:17][CH:18]=1)[C:6]1[CH:11]=[CH:10][C:9]([O:12][CH2:30][C:31]2[CH:40]=[CH:39][C:38]3[C:33](=[CH:34][CH:35]=[CH:36][CH:37]=3)[N:32]=2)=[CH:8][CH:7]=1 |f:1.2.3|. Reaction conditions: time 0.5 hour. The reactants are CC1(O[C@@H]2[C@H](O1)O[C@@H](C2)CO[Si](C2=CC=CC=C2)(C2=CC=CC=C2)C(C)(C)C)C ([(3aS,5S,6aS)-2,2-dimethyl-3a,5,6,6a-tetrahydrofuro[2,3-d][1,3]dioxol-5-yl]methoxy-tert-butyl-diphenyl-silane), CC1(O[C@@H]2[C@H](O1)O[C@@H](C2)CO[Si](C2=CC=CC=C2)(C2=CC=CC=C2)C(C)(C)C)C ([(3aS,5S,6aS)-2,2-dimethyl-3a,5,6,6a-tetrahydrofuro[2,3-d][1,3]dioxol-5-yl]methoxy-tert-butyl-diphenyl-silane), CCCC[N+](CCCC)(CCCC)CCCC.[F-] (TBAF). Solvent: C1CCOC1 (THF). Product: CC1(O[C@@H]2[C@H](O1)O[C@@H](C2)CO)C ([(3aS,5S,6aS)-2,2-dimethyl-3a,5,6,6a-tetrahydrofuro[2,3-d][1,3]dioxol-5-yl]methanol). The yield is 125.2%. Reaction SMILES: [CH3:1][C:2]1([CH3:29])[O:6][C@@H:5]2[O:7][C@H:8]([CH2:10][O:11][Si](C(C)(C)C)(C3C=CC=CC=3)C3C=CC=CC=3)[CH2:9][C@@H:4]2[O:3]1.CCCC[N+](CCCC)(CCCC)CCCC.[F-]>C1COCC1>[CH3:1][C:2]1([CH3:29])[O:6][C@@H:5]2[O:7][C@H:8]([CH2:10][OH:11])[CH2:9][C@@H:4]2[O:3]1 |f:1.2|. Procedure details: To a solution of [(3aS,5S,6aS)-2,2-dimethyl-3a,5,6,6a-tetrahydrofuro[2,3-d][1,3]dioxol-5-yl]methoxy-tert-butyl-diphenyl-silane (compound 25d, 11 g, 26.6 mmol) in THF (100 mL) was added TBAF solution (1M in THF, 6 mL, 6 mmol) with stirring. After being stirred at room temperature for 4 hours, the reaction solution was washed with saturated NH4Cl solution, dried over Na2SO4, concentrated in vacuo and the residue was purified by column chromatography on silica gel (eluting with 1:2 EtOAc in petrole...